From a dataset of the Open Reaction Database (ORD), a public repository of structured organic reaction records. describe an organic reaction: reactants, conditions, products, and yield Reactants: resultant mixture, C(C)(=O)[O-].[NH4+] (ammonium acetate), O.C1(=CC=CC=C1)C(=O)C=O (phenylglyoxal monohydrate), [OH-].[Na+] (NaOH), 5- and 4-phenyl-imidazol-1-yl, Cl.Cl.N[C@H]1CN2CCC1CC2 ((R)-(+)-3-aminoquinuclidine dihydrochloride), C=O (formaldehyde). The solvent is CCOC(=O)C (EtOAc), CC(=O)O (AcOH). The product is CO.C(=O)=O (MeOH CO2), C1(=CC=CC=C1)C=1N=CN(C1)[C@H]1CN2CCC1CC2 ((R)-3-(4-phenyl-imidazol-1-yl)-1-azabicyclo[2.2.2]octane), gum. Isolated yield 5.0%. RXN SMILES: Cl.Cl.[NH2:3][C@@H:4]1[CH:9]2[CH2:10][CH2:11][N:6]([CH2:7][CH2:8]2)[CH2:5]1.[C:12]([O-:15])(=[O:14])C.[NH4+:16].O.[C:18]1([C:24]([CH:26]=O)=O)[CH:23]=[CH:22][CH:21]=[CH:20][CH:19]=1.[CH2:28]=O.[OH-].[Na+]>CCOC(C)=O.CC(O)=O>[CH3:12][OH:14].[C:12](=[O:15])=[O:14].[C:18]1([C:24]2[N:16]=[CH:28][N:3]([C@@H:4]3[CH:9]4[CH2:10][CH2:11][N:6]([CH2:7][CH2:8]4)[CH2:5]3)[CH:26]=2)[CH:23]=[CH:22][CH:21]=[CH:20][CH:19]=1 |f:0.1.2,3.4,5.6,8.9,12.13|. Procedure details: A cone shaped thick-walled glass vial was charged with a stir bar, (R)-(+)-3-aminoquinuclidine dihydrochloride (97 mg, 0.48 mmol), ammonium acetate (75 mg, 0.97 mmol), phenylglyoxal monohydrate (73 mg, 0.48 mmol), formaldehyde (37%, aqueous—35 μL, 0.48 mmol) and glacial AcOH (1 mL). The vials were sealed and subjected to microwave radiation for 10 minutes at 120° C. The resultant mixture was dilute with EtOAc (1×20 mL) and basified to pH˜13 with 10% NaOH (aq), extracted with EtOAc (3×20 mL), dri...